This data is from the Open Reaction Database (ORD), a public repository of structured organic reaction records. The task is: describe an organic reaction: reactants, conditions, products, and yield Reactants: C(C1=CC=CC=C1)N1CCOCCC1C (4-benzyl-5-methyl-[1,4]oxazepane), ClC(=O)OCCCl (chloroethyl chloroformate). Solvent: ClCCCl (1,2-dichloroethane). Yields the product Cl.CC1NCCOCC1 (5-methyl-[1,4]oxazepane hydrochloride). The yield is 78.6%. Reaction SMILES: C([N:8]1[CH:14]([CH3:15])[CH2:13][CH2:12][O:11][CH2:10][CH2:9]1)C1C=CC=CC=1.[Cl:16]C(OCCCl)=O>ClCCCl>[ClH:16].[CH3:15][CH:14]1[CH2:13][CH2:12][O:11][CH2:10][CH2:9][NH:8]1 |f:3.4|. Reported procedure: To a solution of 4-benzyl-5-methyl-[1,4]oxazepane (0.30 g, 1.4 mmol) in 1,2-dichloroethane (3 mL) was added chloroethyl chloroformate (0.56 mL, 7 mmol) at room temperature. The mixture was refluxed for 10 hours and concentrated. The resulting residue was dissolved in methanol (5 mL) and the solution was refluxed for one hour. After concentration, the residual material was triturated, washed with ethyl acetate and collected by filtration to afford 5-methyl-[1,4]oxazepane hydrochloride (0.16 g, 1.... Reactants: NC(CC(C(=O)OCC)C)C1=C(C=CC=C1OC)OC (ethyl 4-amino-4-(2,6-dimethoxyphenyl)-2-methylbutanoate), N1(N=CC=C1)C1=CC=CC(=N1)C=O (6-(1H-pyrazol-1-yl)picolinaldehyde). Product: N1(N=CC=C1)C1=CC=CC(=N1)CN1C(C(CC1C1=C(C=CC=C1OC)OC)C)=O (1-((6-(1H-pyrazol-1-yl)pyridin-2-yl)methyl)-5-(2,6-dimethoxyphenyl)-3-methylpyrrolidin-2-one). RXN SMILES: [NH2:1][CH:2]([C:11]1[C:16]([O:17][CH3:18])=[CH:15][CH:14]=[CH:13][C:12]=1[O:19][CH3:20])[CH2:3][CH:4]([CH3:10])[C:5]([O:7]CC)=O.[N:21]1([C:26]2[N:31]=[C:30]([CH:32]=O)[CH:29]=[CH:28][CH:27]=2)[CH:25]=[CH:24][CH:23]=[N:22]1>>[N:21]1([C:26]2[N:31]=[C:30]([CH2:32][N:1]3[CH:2]([C:11]4[C:12]([O:19][CH3:20])=[CH:13][CH:14]=[CH:15][C:16]=4[O:17][CH3:18])[CH2:3][CH:4]([CH3:10])[C:5]3=[O:7])[CH:29]=[CH:28][CH:27]=2)[CH:25]=[CH:24][CH:23]=[N:22]1. Reported procedure: Prepared according to the described general procedure 2 (GP2) by reaction of ethyl 4-amino-4-(2,6-dimethoxyphenyl)-2-methylbutanoate with 6-(1H-pyrazol-1-yl)picolinaldehyde. Subsequent purification by preparative HPLC afforded the target compound. LC-MS (conditions A): tR=0.80 min.; [M+H]+: 393.10 g/mol.